Dataset: the Open Reaction Database (ORD), a public repository of structured organic reaction records. Task: describe an organic reaction: reactants, conditions, products, and yield The reactants are C(C)C(=O)C1(CCN(CC1)C)C1=C(C=CC=C1)SC1=CC=CC=C1 (4-ethylcarbonyl-1-methyl-4-(2-phenylthiophenyl)piperidine), C(C(=O)O)(=O)O.C(C)C(=O)C1(CCN(CC1)C)C1=C(C=CC=C1)SC1=CC=CC=C1 (4-ethylcarbonyl-1-methyl-4-(2-phenylthiophenyl)-piperidine oxalate), C([O-])([O-])=O.[K+].[K+] (potassium carbonate), N#CBr (cyanogen bromide). The solvent is C(C)O (ethyl alcohol), C(Cl)(Cl)Cl (chloroform), C(Cl)(Cl)Cl (chloroform). Yields the product C(#N)N1CCC(CC1)(C1=C(C=CC=C1)SC1=CC=CC=C1)C(=O)CC (1-cyano-4-ethylcarbonyl-4-(2-phenylthiophenyl)-piperidine). RXN SMILES: [CH2:1]([C:3]([C:5]1([C:12]2[CH:17]=[CH:16][CH:15]=[CH:14][C:13]=2[S:18][C:19]2[CH:24]=[CH:23][CH:22]=[CH:21][CH:20]=2)[CH2:10][CH2:9][N:8]([CH3:11])[CH2:7][CH2:6]1)=[O:4])[CH3:2].C(O)(=O)C(O)=O.C(C(C1(C2C=CC=CC=2SC2C=CC=CC=2)CC[N:38](C)CC1)=O)C.C(=O)([O-])[O-].[K+].[K+].N#CBr>C(Cl)(Cl)Cl.C(O)C>[C:11]([N:8]1[CH2:7][CH2:6][C:5]([C:3]([CH2:1][CH3:2])=[O:4])([C:12]2[CH:17]=[CH:16][CH:15]=[CH:14][C:13]=2[S:18][C:19]2[CH:24]=[CH:23][CH:22]=[CH:21][CH:20]=2)[CH2:10][CH2:9]1)#[N:38] |f:1.2,3.4.5|. Reported procedure: A solution of 3.2 g of 4-ethylcarbonyl-1-methyl-4-(2-phenylthiophenyl)piperidine, free base of Example 5 in 300 ml of chloroform is added portionwise over a 10 minute span to a refluxing mixture of 7.5 g of potassium carbonate and 2.0 g of cyanogen bromide in 30 ml of chloroform. After total addition, stirring is continued at reflux for two additional hours. Thereafter, the mixture is filtered and the filtrate is concentrated to dryness, leaving an oil residue. The residue is taken up in about 5... Starting materials: OC=1C=C(/C=C/C2=NC=3N(C(N(C(C3N2C)=O)CC)=O)CC)C=CC1O ((E)-8-(3,4-Dihydroxystyryl)-1,3-diethyl-7-methylxanthine), O (Water), CI (methyl iodide), C([O-])([O-])=O.[Li+].[Li+] (lithium carbonate), C([O-])([O-])=O.[Li+].[Li+] (lithium carbonate). The solvent is C(Cl)(Cl)Cl (chloroform), CN(C=O)C (dimethylformamide). Run at temperature 80 celsius, time 3.5 hour. The product is C(C)N1C(=O)N(C=2N=C(N(C2C1=O)C)\C=C\C1=CC(=C(C=C1)OC)O)CC ((E)-1,3-Diethyl-8-(3-hydroxy-4-methoxystyryl)-7-methylxanthine). Yield: 30.6%. RXN SMILES: [OH:1][C:2]1[CH:3]=[C:4]([CH:23]=[CH:24][C:25]=1[OH:26])/[CH:5]=[CH:6]/[C:7]1[N:15]([CH3:16])[C:14]2[C:13](=[O:17])[N:12]([CH2:18][CH3:19])[C:11](=[O:20])[N:10]([CH2:21][CH3:22])[C:9]=2[N:8]=1.CI.[C:29](=O)([O-])[O-].[Li+].[Li+].O>CN(C)C=O.C(Cl)(Cl)Cl>[CH2:18]([N:12]1[C:13](=[O:17])[C:14]2[N:15]([CH3:16])[C:7](/[CH:6]=[CH:5]/[C:4]3[CH:23]=[CH:24][C:25]([O:26][CH3:29])=[C:2]([OH:1])[CH:3]=3)=[N:8][C:9]=2[N:10]([CH2:21][CH3:22])[C:11]1=[O:20])[CH3:19] |f:2.3.4|. Reported procedure: Compound 173 (400 mg, 1.12 mmol) obtained in Reference Example 112 was dissolved in 8 ml of dimethylformamide. To the solution were added 0.35 ml (5.62 mmol) of methyl iodide and 415 mg (5.62 mmol) of lithium carbonate, and the mixture was stirred at 80° C. for 3.5 hours. Water was added thereto to dissolve lithium carbonate, followed by addition of chloroform. The organic layer was washed with a saturated aqueous solution of sodium chloride and dried over anhydrous sodium sulfate, followed by e... Reactants: N(=NC(=O)OCC)C(=O)OCC (diethyl azodicarboxylate), C(CCC)O[C@H](CC[C@H](C)O)C ((2S,5S)-5-butoxy-2-hexanol), C(C1=CC=CC=C1)(=O)O (benzoic acid), C1(=CC=CC=C1)P(C1=CC=CC=C1)C1=CC=CC=C1 (triphenylphosphine). Run in CCOCC (ether). Yields the product C(C1=CC=CC=C1)(=O)O[C@H](C)CC[C@H](C)OCCCC ((2R,5S)-5-butoxy-2-hexyl benzoate). The yield is 79.6%. RXN SMILES: [CH2:1]([O:5][C@@H:6]([CH3:12])[CH2:7][CH2:8][C@@H:9](O)[CH3:10])[CH2:2][CH2:3][CH3:4].[C:13]([OH:21])(=[O:20])[C:14]1[CH:19]=[CH:18][CH:17]=[CH:16][CH:15]=1.C1(P(C2C=CC=CC=2)C2C=CC=CC=2)C=CC=CC=1.N(C(OCC)=O)=NC(OCC)=O>CCOCC>[C:13]([O:21][C@@H:9]([CH2:8][CH2:7][C@@H:6]([O:5][CH2:1][CH2:2][CH2:3][CH3:4])[CH3:12])[CH3:10])(=[O:20])[C:14]1[CH:19]=[CH:18][CH:17]=[CH:16][CH:15]=1. Reported procedure: That is, 1.23 g of (2S,5S)-5-butoxy-2-hexanol, 0.86 g of benzoic acid and 2.78 g of triphenylphosphine were dissolved in 25 ml of dry ether. Thereto was dropwise added 2.29 g of diethyl azodicarboxylate (DEAD) at room temperature with stirring. The mixture was stirred for 1 hour at room temperature. The reaction mixture was concentrated under reduced pressure. The residue was separated and purified by silica gel column chromatography (eluting solvent: dichloromethane) to obtain 1.56 g of (2R,5S)... Starting materials: Cc1nc(C2CCN(C(=O)OC(C)(C)C)CC2)sc1COc1ccc(-n2cnnn2)cc1, ClCCl, Cl, C1COCCO1. Product: Cl, Cc1nc(C2CCNCC2)sc1COc1ccc(-n2cnnn2)cc1. RXN SMILES: [C:1]([O:2][C:3](=[O:4])[N:8]1[CH2:9][CH2:10][CH:11]([c:14]2[s:15][c:16]([CH2:20][O:21][c:22]3[cH:23][cH:24][c:25](-[n:28]4[n:29][n:30][n:31][cH:32]4)[cH:26][cH:27]3)[c:17]([CH3:19])[n:18]2)[CH2:12][CH2:13]1)([CH3:5])([CH3:6])[CH3:7].[Cl:34][CH2:35][Cl:36].[ClH:33].[O:37]1[CH2:38][CH2:39][O:40][CH2:41][CH2:42]1>>[ClH:33].[NH:8]1[CH2:9][CH2:10][CH:11]([c:14]2[s:15][c:16]([CH2:20][O:21][c:22]3[cH:23][cH:24][c:25](-[n:28]4[n:29][n:30][n:31][cH:32]4)[cH:26][cH:27]3)[c:17]([CH3:19])[n:18]2)[CH2:12][CH2:13]1. Starting materials: C(C)(C)(C)OC(CC1(CN2CCC1CC2)O)=O (2-(3-Hydroxy-1-azabicyclo[2.2.2]oct-3-yl)acetic acid t butyl ester), FC(C(=O)O)(F)F (trifluoroacetic acid), NN (hydrazine). Run in CO (methanol), C(Cl)Cl (methylene chloride). Run at time 3 hour. The product is OC1(CN2CCC1CC2)CC(=O)NN (2-(3-Hydroxy-1-azabicyclo[2.2.2]oct-3-yl)acetic acid hydrazide). As a reaction SMILES: C([O:5][C:6](=O)[CH2:7][C:8]1([OH:16])[CH:13]2[CH2:14][CH2:15][N:10]([CH2:11][CH2:12]2)[CH2:9]1)(C)(C)C.FC(F)(F)C(O)=O.[NH2:25][NH2:26]>C(Cl)Cl.CO>[OH:16][C:8]1([CH2:7][C:6]([NH:25][NH2:26])=[O:5])[CH:13]2[CH2:14][CH2:15][N:10]([CH2:11][CH2:12]2)[CH2:9]1. Reported procedure: To a solution of 3.5 g of the compound of step (a) in 15 ml of methylene chloride was added trifluoroacetic acid (39 ml) and the mixture was stirred at ambient temperature for three hours. The mixture was then concentrated in vacuo. The residue was dissolved in methanol (30 ml) and 18M H2SO4 (3 ml) was added and the mixture was stirred overnight. The mixture was then poured into a solution of sodium carbonate in water, extracted three times with chloroform, dried over MgSO4, filtered and concent... Starting materials: C1(=CC=CC=C1)CCC1NCCC2=CC(=C(C=C12)OC)OC (1-(2-Phenyl-ethyl)-6,7-dimethoxy-1,2,3,4-tetrahydroisoquinoline), BrCC(=O)Br (2-bromoacetyl bromide), C1(CCCCC1)N (cyclohexylamine). The product is C1(=CC=CC=C1)CCC1N(CCC2=CC(=C(C=C12)OC)OC)CC(=O)NC1CCCCC1 (2-[1-(2-Phenyl-ethyl)-6,7-dimethoxy-3,4-dihydro-1H-isoquinolin-2-yl]-N-cyclohexyl-acetamide). Reaction SMILES: [C:1]1([CH2:7][CH2:8][CH:9]2[C:18]3[C:13](=[CH:14][C:15]([O:21][CH3:22])=[C:16]([O:19][CH3:20])[CH:17]=3)[CH2:12][CH2:11][NH:10]2)[CH:6]=[CH:5][CH:4]=[CH:3][CH:2]=1.Br[CH2:24][C:25](Br)=[O:26].[CH:28]1([NH2:34])[CH2:33][CH2:32][CH2:31][CH2:30][CH2:29]1>>[C:1]1([CH2:7][CH2:8][CH:9]2[C:18]3[C:13](=[CH:14][C:15]([O:21][CH3:22])=[C:16]([O:19][CH3:20])[CH:17]=3)[CH2:12][CH2:11][N:10]2[CH2:24][C:25]([NH:34][CH:28]2[CH2:33][CH2:32][CH2:31][CH2:30][CH2:29]2)=[O:26])[CH:2]=[CH:3][CH:4]=[CH:5][CH:6]=1. Procedure details: prepared by reaction of 1-(2-Phenyl-ethyl)-6,7-dimethoxy-1,2,3,4-tetrahydroisoquinoline and 2-bromoacetyl bromide with cyclohexylamine